This data is from the Open Reaction Database (ORD), a public repository of structured organic reaction records. The task is: describe an organic reaction: reactants, conditions, products, and yield The reactants are C(C)(C)(C)C=1C=C(C=C(C1O)C(C)(C)C)CCC(=O)OC (methyl 3-(3,5-di-tert-butyl-4-hydroxyphenyl)propionate), Cl (hydrochloric acid). The solvent is C1(=CC=CC=C1)C (toluene). Yields the product C(C)(C)(C)C=1C=C(C=CC1O)CCC(=O)OC (methyl 3-(3-tert-butyl-4-hydroxyphenyl)propionate). Yield: 71.8%. As a reaction SMILES: [C:1]([C:5]1[CH:6]=[C:7]([CH2:16][CH2:17][C:18]([O:20][CH3:21])=[O:19])[CH:8]=[C:9](C(C)(C)C)[C:10]=1[OH:11])([CH3:4])([CH3:3])[CH3:2].Cl>C1(C)C=CC=CC=1>[C:1]([C:5]1[CH:6]=[C:7]([CH2:16][CH2:17][C:18]([O:20][CH3:21])=[O:19])[CH:8]=[CH:9][C:10]=1[OH:11])([CH3:4])([CH3:2])[CH3:3]. Procedure: A mixture of 50 g of methyl 3-(3,5-di-tert-butyl-4-hydroxyphenyl)propionate, 2.5 g of conc. hydrochloric acid and 30 ml of toluene was refluxed for 2 hours while stirring. After the completion of the reaction, the reaction mixture was washed with water and the solvent wa distilled off. Hexane was added to the residue and the mixture was icecooled. The resulting crystals were collected by filtration and recrystallized from hexane to give 29 g of methyl 3-(3-tert-butyl-4-hydroxyphenyl)propionate a... Starting materials: CC(C)(C)OC(=O)N1CCC(=O)CC1, CC(=O)O[BH-](OC(C)=O)OC(C)=O, CCOC(=O)C=Cc1cc(Cl)ccc1N, CC(=O)O, ClCCl, [Na+], [Na+], O=C([O-])O. Product: CCOC(=O)C=Cc1cc(Cl)ccc1NC1CCN(C(=O)OC(C)(C)C)CC1. RXN SMILES: [C:16]([CH3:17])([CH3:18])([CH3:19])[O:20][C:21](=[O:22])[N:23]1[CH2:24][CH2:25][C:26](=[O:29])[CH2:27][CH2:28]1.[C:30]([O:31][BH-:32]([O:33][C:34](=[O:35])[CH3:36])[O:37][C:38](=[O:39])[CH3:40])(=[O:41])[CH3:42].[CH2:1]([CH3:2])[O:3][C:4]([CH:5]=[CH:6][c:7]1[c:8]([NH2:14])[cH:9][cH:10][c:11]([Cl:13])[cH:12]1)=[O:15].[CH3:44][C:45](=[O:46])[OH:47].[Cl:53][CH2:54][Cl:55].[Na+:43].[Na+:52].[O-:48][C:49]([OH:50])=[O:51]>>[CH2:1]([CH3:2])[O:3][C:4]([CH:5]=[CH:6][c:7]1[c:8]([NH:14][CH:26]2[CH2:25][CH2:24][N:23]([C:21]([O:20][C:16]([CH3:17])([CH3:18])[CH3:19])=[O:22])[CH2:28][CH2:27]2)[cH:9][cH:10][c:11]([Cl:13])[cH:12]1)=[O:15]. Starting materials: CO, CC=CCC(C)C(O)C1C(=O)NC(C(C)O)C(=O)N(C)C(C)C(=O)N(C)C(C(C)OC)C(=O)NC(CC(C)C)C(=O)N(C)C(CC(C)C)C(=O)NC(C)C(=O)NC(C)C(=O)N(C)C(CC(C)C)C(=O)NC(CC(C)C)C(=O)N(C)C(C(C)C)C(=O)N1C. Product: CCCCC(C)C(O)C1C(=O)NC(C(C)O)C(=O)N(C)C(C)C(=O)N(C)C(C(C)OC)C(=O)NC(CC(C)C)C(=O)N(C)C(CC(C)C)C(=O)NC(C)C(=O)NC(C)C(=O)N(C)C(CC(C)C)C(=O)NC(CC(C)C)C(=O)N(C)C(C(C)C)C(=O)N1C. As a reaction SMILES: [CH3:88][OH:89].[OH:1][CH:2]([CH3:3])[CH:4]1[C:5](=[O:87])[N:6]([CH3:86])[CH:7]([CH3:85])[C:8](=[O:84])[N:9]([CH3:83])[CH:10]([CH:79]([CH3:80])[O:81][CH3:82])[C:11](=[O:78])[NH:12][CH:13]([CH2:74][CH:75]([CH3:76])[CH3:77])[C:14](=[O:73])[N:15]([CH3:72])[CH:16]([CH2:68][CH:69]([CH3:70])[CH3:71])[C:17](=[O:67])[NH:18][CH:19]([CH3:66])[C:20](=[O:65])[NH:21][CH:22]([CH3:64])[C:23](=[O:63])[N:24]([CH3:62])[CH:25]([CH2:58][CH:59]([CH3:60])[CH3:61])[C:26](=[O:57])[NH:27][CH:28]([CH2:53][CH:54]([CH3:55])[CH3:56])[C:29](=[O:52])[N:30]([CH3:51])[CH:31]([CH:48]([CH3:49])[CH3:50])[C:32](=[O:47])[N:33]([CH3:46])[CH:34]([CH:38]([CH:39]([CH2:40][CH:41]=[CH:42][CH3:43])[CH3:44])[OH:45])[C:35](=[O:37])[NH:36]1>>[OH:1][CH:2]([CH3:3])[CH:4]1[C:5](=[O:87])[N:6]([CH3:86])[CH:7]([CH3:85])[C:8](=[O:84])[N:9]([CH3:83])[CH:10]([CH:79]([CH3:80])[O:81][CH3:82])[C:11](=[O:78])[NH:12][CH:13]([CH2:74][CH:75]([CH3:76])[CH3:77])[C:14](=[O:73])[N:15]([CH3:72])[CH:16]([CH2:68][CH:69]([CH3:70])[CH3:71])[C:17](=[O:67])[NH:18][CH:19]([CH3:66])[C:20](=[O:65])[NH:21][CH:22]([CH3:64])[C:23](=[O:63])[N:24]([CH3:62])[CH:25]([CH2:58][CH:59]([CH3:60])[CH3:61])[C:26](=[O:57])[NH:27][CH:28]([CH2:53][CH:54]([CH3:55])[CH3:56])[C:29](=[O:52])[N:30]([CH3:51])[CH:31]([CH:48]([CH3:49])[CH3:50])[C:32](=[O:47])[N:33]([CH3:46])[CH:34]([CH:38]([CH:39]([CH2:40][CH2:41][CH2:42][CH3:43])[CH3:44])[OH:45])[C:35](=[O:37])[NH:36]1. The reactants are C(C)(C)(C)NC1=NC=CC=C1C1=NN=NN1C1=C(C(=C(C=C1)C=C)F)F (N-tert-Butyl-3-(1-(2,3-difluoro-4-vinylphenyl)-1H-tetrazol-5-yl)pyridin-2-amine), C(C)(C)(C)NC1=NC=CC=C1C1=NN=NN1C1=C(C(=C(C=C1)C=C)F)F (N-tert-Butyl-3-(1-(2,3-difluoro-4-vinylphenyl)-1H-tetrazol-5-yl)pyridin-2-amine), [H][H] (hydrogen). Reagents/catalysts: [Pd] (Palladium on carbon). The solvent is C(C)(=O)OCC (ethyl acetate). Run at time 12 hour. Product: C(C)(C)(C)NC1=NC=CC=C1C1=NN=NN1C1=C(C(=C(C=C1)CC)F)F (N-tert-Butyl-3-(1-(4-ethyl-2,3-difluorophenyl)-1H-tetrazol-5-yl)pyridin-2-amine). The yield is 49.7%. Reaction SMILES: [C:1]([NH:5][C:6]1[C:11]([C:12]2[N:16]([C:17]3[CH:22]=[CH:21][C:20]([CH:23]=[CH2:24])=[C:19]([F:25])[C:18]=3[F:26])[N:15]=[N:14][N:13]=2)=[CH:10][CH:9]=[CH:8][N:7]=1)([CH3:4])([CH3:3])[CH3:2].[H][H]>C(OCC)(=O)C.[Pd]>[C:1]([NH:5][C:6]1[C:11]([C:12]2[N:16]([C:17]3[CH:22]=[CH:21][C:20]([CH2:23][CH3:24])=[C:19]([F:25])[C:18]=3[F:26])[N:15]=[N:14][N:13]=2)=[CH:10][CH:9]=[CH:8][N:7]=1)([CH3:3])([CH3:2])[CH3:4]. Procedure: N-tert-Butyl-3-(1-(2,3-difluoro-4-vinylphenyl)-1H-tetrazol-5-yl)pyridin-2-amine (Compound 1081, 260 mg) was dissolved in 30 ml of ethyl acetate. 10% Palladium on carbon was added to the mixture and the reaction flask was charged with hydrogen (1 atm). After stirring at RT for 12 hours, the reaction was filtered through diatomaceous earth, concentrated in vacuo, and the residue purified by column chromatography (SiO2), eluting with 0-20% EtOAc/Hexane, to afford 130 mg of N-tert-Butyl-3-(1-(4-ethy... The reactants are C, CCOC(C)=O, [Pd], CCOC(=O)C=C1CCCCc2ccccc21. The product is CCOC(=O)CC1CCCCc2ccccc21. Reaction SMILES: [C:24].[CH3:18][CH2:19][O:20][C:21](=[O:22])[CH3:23].[Pd:25].[cH:1]1[cH:2][cH:3][cH:4][c:5]2[c:6]1[CH2:7][CH2:8][CH2:9][CH2:10][C:11]2=[CH:12][C:13](=[O:14])[O:15][CH2:16][CH3:17]>>[cH:1]1[cH:2][cH:3][cH:4][c:5]2[c:6]1[CH2:7][CH2:8][CH2:9][CH2:10][CH:11]2[CH2:12][C:13](=[O:14])[O:15][CH2:16][CH3:17]. The reactants are C1CCOC1 (THF), [Li+].[BH4-] (LiBH4), CC1N(CC(CC1)=O)C(=O)OCC1=CC=CC=C1 (benzyl 2-methyl-5-oxopiperidine-1-carboxylate). Run in CO (MeOH). Conditions: time 30 minute. Yields the product C(C1=CC=CC=C1)OC(=O)N1C(CCC(C1)O)C (benzyl-5-hydroxy-2-methylpiperidine-1-carboxylate). As a reaction SMILES: C1COCC1.[Li+].[BH4-].[CH3:8][CH:9]1[CH2:14][CH2:13][C:12](=[O:15])[CH2:11][N:10]1[C:16]([O:18][CH2:19][C:20]1[CH:25]=[CH:24][CH:23]=[CH:22][CH:21]=1)=[O:17]>CO>[CH2:19]([O:18][C:16]([N:10]1[CH2:11][CH:12]([OH:15])[CH2:13][CH2:14][CH:9]1[CH3:8])=[O:17])[C:20]1[CH:25]=[CH:24][CH:23]=[CH:22][CH:21]=1 |f:1.2|. Reported procedure: To a solution of THF (200 mL) and MeOH (11 mL) was added LiBH4 (2 M, 89 mL, 0.18 mol). Some gas evolution and a small exotherm were observed. The reaction was aged at room temperature for 30 min before being cooled to −10° C.±benzyl 2-methyl-5-oxopiperidine-1-carboxylate (22.0 g, 0.089 mol) was then added dropwise, keeping the temperature below −5° C. The reaction was then aged at −10° C. for 30 min. The reaction was quenched by adding half-saturated, aqueous NaHCO3, then extracted with EtOAc. T... The reactants are C(C1=CC=CC=C1)C1=CN=C2C(=C(C(N(C2=C1)CC1=CC=C(C=C1)S(=O)(=O)C)=O)C(=O)OCC)O (ethyl 7-benzyl-4-hydroxy-1-[4-(methylsulfonyl)benzyl]-2-oxo-1,2-dihydro-1,5-naphthyridine-3-carboxylate), C1(CCC1)N (cyclobutylamine). Yields the product C(C1=CC=CC=C1)C1=CN=C2C(=C(C(N(C2=C1)CC1=CC=C(C=C1)S(=O)(=O)C)=O)C(=O)NC1CCC1)O (7-Benzyl-N-cyclobutyl-4-hydroxy-1-[4-(methylsulfonyl)benzyl]-2-oxo-1,2-dihydro-1,5-naphthyridine-3-carboxamide). Reaction SMILES: [CH2:1]([C:8]1[CH:17]=[C:16]2[C:11]([C:12]([OH:35])=[C:13]([C:30]([O:32]CC)=O)[C:14](=[O:29])[N:15]2[CH2:18][C:19]2[CH:24]=[CH:23][C:22]([S:25]([CH3:28])(=[O:27])=[O:26])=[CH:21][CH:20]=2)=[N:10][CH:9]=1)[C:2]1[CH:7]=[CH:6][CH:5]=[CH:4][CH:3]=1.[CH:36]1([NH2:40])[CH2:39][CH2:38][CH2:37]1>>[CH2:1]([C:8]1[CH:17]=[C:16]2[C:11]([C:12]([OH:35])=[C:13]([C:30]([NH:40][CH:36]3[CH2:39][CH2:38][CH2:37]3)=[O:32])[C:14](=[O:29])[N:15]2[CH2:18][C:19]2[CH:24]=[CH:23][C:22]([S:25]([CH3:28])(=[O:26])=[O:27])=[CH:21][CH:20]=2)=[N:10][CH:9]=1)[C:2]1[CH:7]=[CH:6][CH:5]=[CH:4][CH:3]=1. Procedure: This compound was prepared from ethyl 7-benzyl-4-hydroxy-1-[4-(methylsulfonyl)benzyl]-2-oxo-1,2-dihydro-1,5-naphthyridine-3-carboxylate and cyclobutylamine employing methods similar to those described in Example 2. The product was obtained as a white solid: 1H NMR (CDCl3) δ 10.19 (1H, br d, J=7.4 Hz), 8.61 (1H, d, J=1.1 Hz), 7.82 (2H, d, J=8.4 Hz), 7.30 (3H, m), 7.18 (2H, d, J=8.4 Hz),7.06 (1H, s), 7.03 (2H, m), 5.41 (2H, br), 4.54 (1H, m), 4.05 (2H, s), 3.02 (3H, s), 2.44 (2H, m), 2.08 (2H, m),... The reactants are ClC1=C(C(=O)NCC2(CCCCCC2)O)C=C(C=C1)C1=NN(C(=C1)C)CC1OC1 (2-chloro-N-(1-hydroxy-cycloheptylmethyl)-5-(5-methyl-1-oxiranylmethyl-1H-pyrazol-3-yl)-benzamide), N (ammonia). Reaction conditions: temperature 67 celsius. The product is NCC(CN1N=C(C=C1C)C=1C=CC(=C(C(=O)NCC2(CCCCCC2)O)C1)Cl)O (5-[1-(3-Amino-2-hydroxy-propyl)-5-methyl-1H-pyrazol-3-yl]-2-chloro-N-(1-hydroxy-cycloheptylmethyl)-benzamide). As a reaction SMILES: [Cl:1][C:2]1[CH:19]=[CH:18][C:17]([C:20]2[CH:24]=[C:23]([CH3:25])[N:22]([CH2:26][CH:27]3[CH2:29][O:28]3)[N:21]=2)=[CH:16][C:3]=1[C:4]([NH:6][CH2:7][C:8]1([OH:15])[CH2:14][CH2:13][CH2:12][CH2:11][CH2:10][CH2:9]1)=[O:5].[NH3:30]>>[NH2:30][CH2:29][CH:27]([OH:28])[CH2:26][N:22]1[C:23]([CH3:25])=[CH:24][C:20]([C:17]2[CH:18]=[CH:19][C:2]([Cl:1])=[C:3]([CH:16]=2)[C:4]([NH:6][CH2:7][C:8]2([OH:15])[CH2:14][CH2:13][CH2:12][CH2:11][CH2:10][CH2:9]2)=[O:5])=[N:21]1. Procedure: A mixture of 2-chloro-N-(1-hydroxy-cycloheptylmethyl)-5-(5-methyl-1-oxiranylmethyl-1H-pyrazol-3-yl)-benzamide (0.4 g, 0.96 mmol) in methanolic ammonia (20 mL, 7.0 N) was heated to 67° C. in a sealed tube for 16 h. The mixture was concentrated in vacuo, and the residue was triturated with diethyl ether-ethyl acetate to afford the title compound (0.12 g). LCMS (m/z) 435.3 M+1. Starting materials: COC(=O)CCCCCCCBr, CC(C)(C)[O-], CN(C)C=O, Cc1c(-c2cccnc2)[nH]c2ccccc12, [K+], O. Yields the product COC(=O)CCCCCCCn1c(-c2cccnc2)c(C)c2ccccc21. RXN SMILES: [Br:23][CH2:24][CH2:25][CH2:26][CH2:27][CH2:28][CH2:29][CH2:30][C:31](=[O:32])[O:33][CH3:34].[CH3:1][C:2]([CH3:3])([O-:4])[CH3:5].[CH3:36][N:37]([CH3:38])[CH:39]=[O:40].[CH3:7][c:8]1[c:9](-[c:17]2[cH:18][n:19][cH:20][cH:21][cH:22]2)[nH:10][c:11]2[cH:12][cH:13][cH:14][cH:15][c:16]12.[K+:6].[OH2:35]>>[CH3:7][c:8]1[c:9](-[c:17]2[cH:18][n:19][cH:20][cH:21][cH:22]2)[n:10]([CH2:24][CH2:25][CH2:26][CH2:27][CH2:28][CH2:29][CH2:30][C:31](=[O:32])[O:33][CH3:34])[c:11]2[cH:12][cH:13][cH:14][cH:15][c:16]12.